From a dataset of the Open Reaction Database (ORD), a public repository of structured organic reaction records. describe an organic reaction: reactants, conditions, products, and yield Run at time 6 hour. RXN SMILES: [CH3:1][N:2]1[C:6]([S:7][CH2:8][C:9]2[CH2:10][S:11][C@@H:12]3[CH:19]([NH:20][C:21](=[O:40])[CH:22]([O:37]C=O)[C:23]4[N:24]=[C:25]([NH:28][C:29]([O:31][C:32]([CH2:35][CH3:36])([CH3:34])[CH3:33])=[O:30])[S:26][CH:27]=4)[C:18](=[O:41])[N:13]3[C:14]=2[C:15]([OH:17])=[O:16])=[N:5][N:4]=[N:3]1>C(=O)(O)[O-].[Na+]>[CH3:1][N:2]1[C:6]([S:7][CH2:8][C:9]2[CH2:10][S:11][C@@H:12]3[CH:19]([NH:20][C:21](=[O:40])[CH:22]([OH:37])[C:23]4[N:24]=[C:25]([NH:28][C:29]([O:31][C:32]([CH2:35][CH3:36])([CH3:34])[CH3:33])=[O:30])[S:26][CH:27]=4)[C:18](=[O:41])[N:13]3[C:14]=2[C:15]([OH:17])=[O:16])=[N:5][N:4]=[N:3]1 |f:1.2|. Yields the product CN1N=NN=C1SCC=1CS[C@H]2N(C1C(=O)O)C(C2NC(C(C=2N=C(SC2)NC(=O)OC(C)(C)CC)O)=O)=O (3-(1-methyl-1H-tetrazol-5-yl)thiomethyl-7-[2-hydroxy-2-(2-tert-pentyloxycarbonylamino-1,3-thiazol-4-yl)acetamido]-3-cephem-4-carboxylic acid). Procedure details: A mixture of 3-(1-methyl-1H-tetrazol-5-yl)thiomethyl-7-[2-formyloxy-2-(2-tert-pentyloxycarbonylamino-1,3-thiazol-4-yl)acetamido]-3-cephem-4-carboxylic acid, which can be represented as 3-(1-methyl-1H-tetrazol-5-yl)thiomethyl-7-[2-formyloxy-2-(2-tert-pentyloxycarbonylimino-2,3-dihydro-1,3-thiazol-4-yl)acetamido]-3-cephem-4-carboxylic acid, (1.49 g.) and 5% sodium bicarbonate aqueous solution (100 ml.) was allowed to stand for 6 hours. After the reaction, the reaction mixture was washed with ethyl... The solvent is C([O-])(O)=O.[Na+] (sodium bicarbonate). Starting materials: CN1N=NN=C1SCC=1CS[C@H]2N(C1C(=O)O)C(C2NC(C(C=2N=C(SC2)NC(=O)OC(C)(C)CC)OC=O)=O)=O (3-(1-methyl-1H-tetrazol-5-yl)thiomethyl-7-[2-formyloxy-2-(2-tert-pentyloxycarbonylamino-1,3-thiazol-4-yl)acetamido]-3-cephem-4-carboxylic acid), CN1N=NN=C1SCC=1CS[C@H]2N(C1C(=O)O)C(C2NC(C(C=2NC(SC2)=NC(=O)OC(C)(C)CC)OC=O)=O)=O (3-(1-methyl-1H-tetrazol-5-yl)thiomethyl-7-[2-formyloxy-2-(2-tert-pentyloxycarbonylimino-2,3-dihydro-1,3-thiazol-4-yl)acetamido]-3-cephem-4-carboxylic acid). Starting materials: C1(=CC=C(C=C1)S(=O)(=O)Cl)C (p-toluenesulfonic chloride), FC(C(CCO)CCCCCC)(F)F (3-trifluoromethyl-1-nonanol), Cl (hydrochloric acid). Solvent: N1=CC=CC=C1 (pyridine). Conditions: time 2 hour. Yields the product C1(=CC=C(C=C1)S(=O)(=O)OCCC(CCCCCC)C(F)(F)F)C (3-trifluoromethylnonyl p-toluenesulfonate). Yield: 6488.1%. As a reaction SMILES: [F:1][C:2]([F:14])([F:13])[CH:3]([CH2:7][CH2:8][CH2:9][CH2:10][CH2:11][CH3:12])[CH2:4][CH2:5][OH:6].[C:15]1([CH3:25])[CH:20]=[CH:19][C:18]([S:21](Cl)(=[O:23])=[O:22])=[CH:17][CH:16]=1.Cl>N1C=CC=CC=1>[C:15]1([CH3:25])[CH:20]=[CH:19][C:18]([S:21]([O:6][CH2:5][CH2:4][CH:3]([C:2]([F:13])([F:14])[F:1])[CH2:7][CH2:8][CH2:9][CH2:10][CH2:11][CH3:12])(=[O:23])=[O:22])=[CH:17][CH:16]=1. Reported procedure: 3.08 mg of 3-trifluoromethyl-1-nonanol was dissolved in 453 mg of pyridine, and the solution was cooled with ice, followed by addition of 276 mg of p-toluenesulfonic chloride, stirring for 2 hours under cooling with ice and stirring overnight at room temperature. After the reaction, the product was acidified with 2N-hydrochloric acid and extracted with diethyl ether. The resultant diethyl ether solution was washed with water and dried with magnesium sulfate, and the solvent was distilled off. Th... The product is CC(C)N(C)c1ncc(Cl)cc1C(=O)NC1(C(=O)O)Cc2ccccc2C1. Reactants: CCOC(=O)C1(NC(=O)c2cc(Cl)cnc2N(C)C(C)C)Cc2ccccc2C1, C1COCCO1, CO, [Li+], [OH-], O. Reaction SMILES: [CH2:1]([CH3:2])[O:3][C:4](=[O:5])[C:6]1([NH:15][C:16](=[O:17])[c:18]2[c:19]([N:25]([CH3:26])[CH:27]([CH3:28])[CH3:29])[n:20][cH:21][c:22]([Cl:24])[cH:23]2)[CH2:7][c:8]2[cH:9][cH:10][cH:11][cH:12][c:13]2[CH2:14]1.[CH2:30]1[O:31][CH2:32][CH2:33][O:34][CH2:35]1.[CH3:36][OH:37].[Li+:39].[OH-:38].[OH2:40]>>[O:3]=[C:4]([OH:5])[C:6]1([NH:15][C:16](=[O:17])[c:18]2[c:19]([N:25]([CH3:26])[CH:27]([CH3:28])[CH3:29])[n:20][cH:21][c:22]([Cl:24])[cH:23]2)[CH2:7][c:8]2[cH:9][cH:10][cH:11][cH:12][c:13]2[CH2:14]1.